This data is from the Open Reaction Database (ORD), a public repository of structured organic reaction records. The task is: describe an organic reaction: reactants, conditions, products, and yield Starting materials: [BH4-].[Na+] (Sodium borohydride), O(C1=CC=CC=C1)C1=CC=C(C=O)C=C1 (4-phenoxybenzaldehyde). Solvent: C(C)O (ethanol). Conditions: time 1.5 hour. Product: O(C1=CC=CC=C1)C1=CC=C(CO)C=C1 (4-phenoxybenzyl alcohol). The yield is 96.6%. As a reaction SMILES: [BH4-].[Na+].[O:3]([C:10]1[CH:17]=[CH:16][C:13]([CH:14]=[O:15])=[CH:12][CH:11]=1)[C:4]1[CH:9]=[CH:8][CH:7]=[CH:6][CH:5]=1>C(O)C>[O:3]([C:10]1[CH:11]=[CH:12][C:13]([CH2:14][OH:15])=[CH:16][CH:17]=1)[C:4]1[CH:5]=[CH:6][CH:7]=[CH:8][CH:9]=1 |f:0.1|. Reported procedure: Sodium borohydride (0.48 g) was added to a solution of 4.96 g of 4-phenoxybenzaldehyde in 20 ml of ethanol, and the mixture was stirred at room temperature for 1.5 hours. After the completion of the concentration, the residue was extracted with tert-butylmethyl ether and with water. The organic layer was concentrated to give 4.84 g of 4-phenoxybenzyl alcohol. Reactants: C1(=CC=CC=C1)[C@@H]1N(C(O[C@@H]1C1=CC=CC=C1)=O)CC(=O)O ((4,5-cis-diphenyl-2-oxo-3-oxazolidinyl)acetic acid), C(C(=O)Cl)(=O)Cl (oxalyl chloride). Solvent: C1=CC=CC=C1 (benzene). Yields the product C1(=CC=CC=C1)[C@@H]1N(C(O[C@@H]1C1=CC=CC=C1)=O)CC(=O)Cl ((4,5-cis-Diphenyl-2-oxo-3-oxazolidinyl)acetyl chloride). The yield is 100.0%. As a reaction SMILES: [C:1]1([C@H:7]2[C@@H:11]([C:12]3[CH:17]=[CH:16][CH:15]=[CH:14][CH:13]=3)[O:10][C:9](=[O:18])[N:8]2[CH2:19][C:20]([OH:22])=O)[CH:6]=[CH:5][CH:4]=[CH:3][CH:2]=1.C(Cl)(=O)C([Cl:26])=O>C1C=CC=CC=1>[C:1]1([C@H:7]2[C@@H:11]([C:12]3[CH:17]=[CH:16][CH:15]=[CH:14][CH:13]=3)[O:10][C:9](=[O:18])[N:8]2[CH2:19][C:20]([Cl:26])=[O:22])[CH:6]=[CH:5][CH:4]=[CH:3][CH:2]=1. Procedure: A suspension composed of (4,5-cis-diphenyl-2-oxo-3-oxazolidinyl)acetic acid (29.1 g, 97.9 mmol), oxalyl chloride (18.6 g, 147 mmol) and benzene (120 ml) was refluxed for 2 hours. When the suspension became homogeneous, the solvent was distilled off. By the above procedure there was obtained the title compound (30.9 g) as light brown oil. Reactants: C(CC)S(=O)(=O)Cl (Propane-1-sulfonyl chloride), C(CC)S(=O)(=O)Cl (Propane-1-sulfonyl chloride), C(=O)([O-])[O-].[Na+].[Na+] (Na2CO3), C(=O)([O-])[O-].[Na+].[Na+] (Na2CO3), NC=1C=CC(=C(C(=O)O)C1)F (5-Amino-2-fluorobenzoic acid). The solvent is O (water). Conditions: temperature 60 celsius. The product is FC1=C(C(=O)O)C=C(C=C1)NS(=O)(=O)CCC (2-fluoro-5-(propylsulfonamido)benzoic acid). As a reaction SMILES: [CH2:1]([S:4](Cl)(=[O:6])=[O:5])[CH2:2][CH3:3].C([O-])([O-])=O.[Na+].[Na+].[NH2:14][C:15]1[CH:16]=[CH:17][C:18]([F:24])=[C:19]([CH:23]=1)[C:20]([OH:22])=[O:21]>O>[F:24][C:18]1[CH:17]=[CH:16][C:15]([NH:14][S:4]([CH2:1][CH2:2][CH3:3])(=[O:6])=[O:5])=[CH:23][C:19]=1[C:20]([OH:22])=[O:21] |f:1.2.3|. Procedure details: Propane-1-sulfonyl chloride (0.0871 mL, 0.774 mmol) was dissolved in 10% Na2CO3 (1.65 mL, 1.55 mmol) at room temperature. 5-Amino-2-fluorobenzoic acid (0.100 g, 0.645 mmol) was added and heated to 60° C. overnight. Propane-1-sulfonyl chloride (0.0871 mL, 0.774 mmol) was added again, and the reaction mixture was heated at 60° C. for another hour. The reaction mixture was cooled to room temperature, diluted with water, taken to a pH of 10 with 10% Na2CO3 and extracted with DCM (2×). The reaction m... Reactants: O=C1N(C(C=2C=C3C(=CC12)OCO3)=O)CCC3CCN(CC3)C(=O)OC(C)(C)C (tert-butyl 4-[2-(5,7-dioxo-[1,3]dioxolo[4,5-f]isoindol-6-yl) ethyl]piperidine-1-carboxylate), solution, Cl (hydrogen chloride). The solvent is C(C)(=O)OCC (ethyl acetate). Run at time 2 hour. Yields the product Cl.N1CCC(CC1)CCN1C(C=2C=C3C(=CC2C1=O)OCO3)=O (6-[2-(4-piperidyl)ethyl]-[1,3]dioxolo[4,5-f]isoindole-5,7-dione hydrochloride). Isolated yield 92.3%. As a reaction SMILES: [O:1]=[C:2]1[C:10]2[CH:9]=[C:8]3[O:11][CH2:12][O:13][C:7]3=[CH:6][C:5]=2[C:4](=[O:14])[N:3]1[CH2:15][CH2:16][CH:17]1[CH2:22][CH2:21][N:20](C(OC(C)(C)C)=O)[CH2:19][CH2:18]1.[ClH:30]>C(OCC)(=O)C>[ClH:30].[NH:20]1[CH2:21][CH2:22][CH:17]([CH2:16][CH2:15][N:3]2[C:4](=[O:14])[C:5]3[CH:6]=[C:7]4[O:13][CH2:12][O:11][C:8]4=[CH:9][C:10]=3[C:2]2=[O:1])[CH2:18][CH2:19]1 |f:3.4|. Procedure: To 500 ml reaction vessel, 20 g (0.05 mol) compound XI and 400 ml 10% solution of hydrogen chloride in ethyl acetate were added, the reaction was kept at room temperature for 2 h, filtrated, washed, oven-dried, and 15.5 g compound II-1 was obtained, with yield of 92.3%. 1H NMR (D2O): δ 1.40-1.64 (m, 5H), 2.02 (d, 2H, J=13.4 Hz), 2.96-3.03 (m, 2H), 3.45-3.50 (m, 4H), 6.12 (s, 2H), 6.79 (s, 2H); MS (ESI): m/z 303 [M−Cl]+.